This data is from the Open Reaction Database (ORD), a public repository of structured organic reaction records. The task is: describe an organic reaction: reactants, conditions, products, and yield Reactants: CC(C)CCON=O, [Cu]I, ICI, N#CCCCc1nc2ccc(N)cc2s1, C1CCOC1. Yields the product N#CCCCc1nc2ccc(I)cc2s1. RXN SMILES: [CH3:16][CH:17]([CH2:18][CH2:19][O:20][N:21]=[O:22])[CH3:23].[Cu:32][I:33].[I:24][CH2:25][I:26].[NH2:1][c:2]1[cH:3][c:4]2[c:5]([n:6][c:7]([CH2:9][CH2:10][CH2:11][C:12]#[N:13])[s:8]2)[cH:14][cH:15]1.[O:27]1[CH2:28][CH2:29][CH2:30][CH2:31]1>>[c:2]1([I:24])[cH:3][c:4]2[c:5]([n:6][c:7]([CH2:9][CH2:10][CH2:11][C:12]#[N:13])[s:8]2)[cH:14][cH:15]1. The reactants are [BH4-], CCCCc1nc(Cl)c(C=O)n1Cc1ccc(-c2ccccc2-c2nnnn2C(c2ccccc2)(c2ccccc2)c2ccccc2)cc1, CCO, [Na+]. The product is CCCCc1nc(Cl)c(CO)n1Cc1ccc(-c2ccccc2-c2nnnn2C(c2ccccc2)(c2ccccc2)c2ccccc2)cc1. As a reaction SMILES: [BH4-:50].[CH2:1]([CH2:2][CH2:3][CH3:4])[c:5]1[n:6][c:7]([Cl:49])[c:8]([CH:47]=[O:48])[n:9]1[CH2:10][c:11]1[cH:12][cH:13][c:14](-[c:17]2[c:18](-[c:23]3[n:24][n:25][n:26][n:27]3[C:28]([c:29]3[cH:30][cH:31][cH:32][cH:33][cH:34]3)([c:35]3[cH:36][cH:37][cH:38][cH:39][cH:40]3)[c:41]3[cH:42][cH:43][cH:44][cH:45][cH:46]3)[cH:19][cH:20][cH:21][cH:22]2)[cH:15][cH:16]1.[CH3:52][CH2:53][OH:54].[Na+:51]>>[CH2:1]([CH2:2][CH2:3][CH3:4])[c:5]1[n:6][c:7]([Cl:49])[c:8]([CH2:47][OH:48])[n:9]1[CH2:10][c:11]1[cH:12][cH:13][c:14](-[c:17]2[c:18](-[c:23]3[n:24][n:25][n:26][n:27]3[C:28]([c:29]3[cH:30][cH:31][cH:32][cH:33][cH:34]3)([c:35]3[cH:36][cH:37][cH:38][cH:39][cH:40]3)[c:41]3[cH:42][cH:43][cH:44][cH:45][cH:46]3)[cH:19][cH:20][cH:21][cH:22]2)[cH:15][cH:16]1. Reactants: II (Iodine), I[Si](C)(C)C (Iodotrimethylsilane), FC1=CC=C(C=C1)[C@H]1CCC[C@@H]2N1C(CCCC2)=O ((4R*,10aR*)-4-(4-fluorophenyl)octahydropyrido[1,2-a]azepin-6-one), CN(CCN(C)C)C (N,N,N′,N′tetramethylethylenediamine), S(=S)(=O)([O-])[O-].[Na+].[Na+] (sodium thiosulfate). Run in C(Cl)Cl (methylene chloride), C(C)(=O)OCC (Ethyl acetate). Run at temperature 0 celsius, time 30 minute. The product is FC1=CC=C(C=C1)[C@H]1CCC[C@@H]2N1C(C(CCC2)I)=O ((4R*,10aS*)-4-(4-fluorophenyl)-7-iodooctahydropyrido[1,2-a]azepin-6-one). Isolated yield 100.3%. RXN SMILES: I[Si](C)(C)C.[F:6][C:7]1[CH:12]=[CH:11][C:10]([C@@H:13]2[N:18]3[C:19](=[O:24])[CH2:20][CH2:21][CH2:22][CH2:23][C@@H:17]3[CH2:16][CH2:15][CH2:14]2)=[CH:9][CH:8]=1.CN(C)CCN(C)C.[I:33]I.S([O-])([O-])(=O)=S.[Na+].[Na+]>C(Cl)Cl.C(OCC)(=O)C>[F:6][C:7]1[CH:8]=[CH:9][C:10]([C@@H:13]2[N:18]3[C:19](=[O:24])[CH:20]([I:33])[CH2:21][CH2:22][CH2:23][C@@H:17]3[CH2:16][CH2:15][CH2:14]2)=[CH:11][CH:12]=1 |f:4.5.6|. Procedure details: Iodotrimethylsilane (0.11 mL) was added to a solution of (4R*,10aR*)-4-(4-fluorophenyl)octahydropyrido[1,2-a]azepin-6-one (140 mg) and N,N,N′,N′tetramethylethylenediamine (0.28 mL) in methylene chloride (15 mL) at 0° C., and the reaction solution was stirred at 0° C. for 30 minutes. Iodine (204 mg) was added to the reaction solution, which was then stirred at 0° C. for one hour. Ethyl acetate and a saturated sodium thiosulfate solution were added to the reaction solution, and the organic layer w...